From a dataset of the Open Reaction Database (ORD), a public repository of structured organic reaction records. describe an organic reaction: reactants, conditions, products, and yield Reactants: IC1=CC=C(C=C1)CC#N (4-iodophenylacetonitrile), C(C)(C)(C)OC(N(CCCl)CCCl)=O (bis-(2-chloro-ethyl)-carbamic acid tert-butyl ester), NaNH2. Run in CCOC(=O)C (EtOAc), CS(=O)C (DMSO). Reaction conditions: time 0.5 hour. Yields the product C(C)(C)(C)OC(=O)N1CCC(CC1)(C1=CC=C(C=C1)I)C#N (4-cyano-4-(4-iodo-phenyl)-piperidine-1-carboxylic acid tert-butyl ester). The yield is 67.0%. Reaction SMILES: [I:1][C:2]1[CH:7]=[CH:6][C:5]([CH2:8][C:9]#[N:10])=[CH:4][CH:3]=1.[C:11]([O:15][C:16](=[O:24])[N:17]([CH2:21][CH2:22]Cl)[CH2:18][CH2:19]Cl)([CH3:14])([CH3:13])[CH3:12]>CS(C)=O.CCOC(C)=O>[C:11]([O:15][C:16]([N:17]1[CH2:21][CH2:22][C:8]([C:9]#[N:10])([C:5]2[CH:6]=[CH:7][C:2]([I:1])=[CH:3][CH:4]=2)[CH2:19][CH2:18]1)=[O:24])([CH3:14])([CH3:13])[CH3:12]. Reported procedure: To a solution of 4-iodophenylacetonitrile (6.88 g, 28.3 mmol, 1 eq.) and bis-(2-chloro-ethyl)-carbamic acid tert-butyl ester (7.2 g, 30 mmol, 1.05 eq.) in DMSO (100 mL) under argon (Ar) was added NaNH2 (2.46 g, 60 mmol, 2 eq.) in portions over 15 min. The reaction was stirred at room temperature for 0.5 h, then poured onto ice (200 g), diluted with EtOAc (250 mL) and stirred for 1 h. The organic layer was separated and the aqueous layer was washed repeatedly with EtOAc until colorless. The combi... Starting materials: CN(C=CC(=O)C1=CC=CC=C1)C (3-dimethylaminoacrylophenone), C1(=CC=CC=C1)S (thiophenol), C(#N)[BH3-].[Na+] (sodium cyanoborohydride). Solvent: P(=O)(Cl)(Cl)Cl (phosphorus oxychloride). The product is CN(CC=C(SC1=CC=CC=C1)C1=CC=CC=C1)C (1-Dimethylamino-3-phenyl-3-phenylthio-2-propene). As a reaction SMILES: [CH3:1][N:2]([CH3:13])[CH:3]=[CH:4][C:5]([C:7]1[CH:12]=[CH:11][CH:10]=[CH:9][CH:8]=1)=O.[C:14]1([SH:20])[CH:19]=[CH:18][CH:17]=[CH:16][CH:15]=1.C([BH3-])#N.[Na+]>P(Cl)(Cl)(Cl)=O>[CH3:1][N:2]([CH3:13])[CH2:3][CH:4]=[C:5]([C:7]1[CH:12]=[CH:11][CH:10]=[CH:9][CH:8]=1)[S:20][C:14]1[CH:19]=[CH:18][CH:17]=[CH:16][CH:15]=1 |f:2.3|. Procedure: By using a method similar to that described in Example 35, but starting from 3-dimethylaminoacrylophenone (80 g), phosphorus oxychloride (40 cc), thiophenol (50.3 cc) and sodium cyanoborohydride (16 g), and crystallising the (Z)-isomer, a yellow solid is isolated after evaporation of the mother liquors under reduced pressure (2.7 kPa) at 30° C. followed by crystallisation of the residue obtained from a mixture of acetone and ethyl ether (25/75 by volume); the solid is recrystallised from methyl ... Product: COc1cccc(C(Oc2ccc3c(cnn3-c3ccc(F)cc3)c2)C(C)NC(=O)C(=O)OC(C)C)c1. RXN SMILES: [Cl:30][C:31]([C:32](=[O:33])[O:34][CH:35]([CH3:36])[CH3:37])=[O:38].[F:1][c:2]1[cH:3][cH:4][c:5](-[n:8]2[n:9][cH:10][c:11]3[cH:12][c:13]([O:17][CH:18]([CH:19]([CH3:20])[NH2:21])[c:22]4[cH:23][c:24]([O:28][CH3:29])[cH:25][cH:26][cH:27]4)[cH:14][cH:15][c:16]23)[cH:6][cH:7]1>>[F:1][c:2]1[cH:3][cH:4][c:5](-[n:8]2[n:9][cH:10][c:11]3[cH:12][c:13]([O:17][CH:18]([CH:19]([CH3:20])[NH:21][C:31]([C:32](=[O:33])[O:34][CH:35]([CH3:36])[CH3:37])=[O:38])[c:22]4[cH:23][c:24]([O:28][CH3:29])[cH:25][cH:26][cH:27]4)[cH:14][cH:15][c:16]23)[cH:6][cH:7]1. Starting materials: CC(C)OC(=O)C(=O)Cl, COc1cccc(C(Oc2ccc3c(cnn3-c3ccc(F)cc3)c2)C(C)N)c1. The reactants are C(C)OC(CSC1=CN=C(S1)NC(=O)N(C1=CC(=C(C=C1)OC)F)CC1CCCC1)=O ({2-[3-cyclopentylmethyl-3-(3-fluoro-4-methoxy-phenyl)ureido]-thiazol-5-ylsulfanyl}-acetic acid ethyl ester), C(C)OC(C(N)SC1=CN=CS1)=O (2-amino-thiazol-5-ylsulfanylacetic acid ethyl ester), C1(CCCC1)CN(C(NC=1SC=C(N1)CC(=O)O)=O)C1=CC=C(C=C1)S(=O)(=O)C ({2-[3-cyclopentylmethyl-3-(4-methanesulfonyl-phenyl)-ureido]-thiazol-4-yl}-acetic acid), C1(CCCC1)CNC1=CC(=C(C=C1)OC)F (cyclopentylmethyl-(3-fluoro-4-methoxy-phenyl)-amine). Yields the product C1(CCCC1)N(C(N(C=1SC(=CN1)SCC(=O)O)C)=O)C1=CC(=C(C=C1)OC)F ({2-[3-Cyclopentyl methyl-3-(3-fluoro-4-methoxy-phenyl)-ureido]-thiazol-5-ylsulfanyl}-acetic acid). Reaction SMILES: C(OC(=O)CSC1S[C:10]([NH:12][C:13]([N:15]([CH2:25][CH:26]2[CH2:30][CH2:29][CH2:28]C2)[C:16]2[CH:21]=[CH:20][C:19]([O:22][CH3:23])=[C:18]([F:24])[CH:17]=2)=[O:14])=NC=1)C.C1(CN(C2C=CC(S(C)(=O)=O)=CC=2)C(=O)NC2SC=C(CC(O)=O)N=2)CCCC1.C1(CNC2C=CC(OC)=C(F)C=2)CCCC1.C([O:79][C:80](=[O:89])[CH:81]([S:83][C:84]1[S:88][CH:87]=[N:86][CH:85]=1)N)C>>[CH:25]1([N:15]([C:16]2[CH:21]=[CH:20][C:19]([O:22][CH3:23])=[C:18]([F:24])[CH:17]=2)[C:13](=[O:14])[N:12]([CH3:10])[C:87]2[S:88][C:84]([S:83][CH2:81][C:80]([OH:79])=[O:89])=[CH:85][N:86]=2)[CH2:26][CH2:30][CH2:29][CH2:28]1. Procedure details: The title compound was prepared via {2-[3-cyclopentylmethyl-3-(3-fluoro-4-methoxy-phenyl)ureido]-thiazol-5-ylsulfanyl}-acetic acid ethyl ester in a similar manner as described for the synthesis of {2-[3-cyclopentylmethyl-3-(4-methanesulfonyl-phenyl)-ureido]-thiazol-4-yl}-acetic acid, using cyclopentylmethyl-(3-fluoro-4-methoxy-phenyl)-amine and (2-amino-thiazol-5-ylsulfanylacetic acid ethyl ester.